This data is from the Open Reaction Database (ORD), a public repository of structured organic reaction records. The task is: describe an organic reaction: reactants, conditions, products, and yield Starting materials: COC(C(CNC(=O)C=1SC(=CC1)C(NCCNC1=NC=CC=C1)=O)NS(=O)(=O)C1=C(C=C(C=C1C)C)C)=O (3-({5-[2-(Pyridin-2-ylamino)-ethylcarbamoyl]-thiophene-2-carbonyl}-amino)-2-(2,4,6-trimethyl-benzenesulfonylamino)-propionic acid methyl ester), [OH-].[Li+] (lithium hydroxide), C(C)(=O)O (acetic acid). Solvent: C(C)#N (acetonitrile), C(C)(=O)OCC (ethyl acetate). Product: N1=C(C=CC=C1)NCCNC(=O)C1=CC=C(S1)C(=O)NCC(C(=O)O)NS(=O)(=O)C1=C(C=C(C=C1C)C)C (3-({5-[2-(Pyridin-2-ylamino)-ethylcarbamoyl]-thiophene-2-carbonyl}-amino)-2-(2,4,6-trimethyl-benzenesulfonylamino)-propionic acid). Yield: 86.0%. RXN SMILES: C[O:2][C:3](=[O:39])[CH:4]([NH:26][S:27]([C:30]1[C:35]([CH3:36])=[CH:34][C:33]([CH3:37])=[CH:32][C:31]=1[CH3:38])(=[O:29])=[O:28])[CH2:5][NH:6][C:7]([C:9]1[S:10][C:11]([C:14](=[O:25])[NH:15][CH2:16][CH2:17][NH:18][C:19]2[CH:24]=[CH:23][CH:22]=[CH:21][N:20]=2)=[CH:12][CH:13]=1)=[O:8].[OH-].[Li+].C(O)(=O)C>C(#N)C.C(OCC)(=O)C>[N:20]1[CH:21]=[CH:22][CH:23]=[CH:24][C:19]=1[NH:18][CH2:17][CH2:16][NH:15][C:14]([C:11]1[S:10][C:9]([C:7]([NH:6][CH2:5][CH:4]([NH:26][S:27]([C:30]2[C:31]([CH3:38])=[CH:32][C:33]([CH3:37])=[CH:34][C:35]=2[CH3:36])(=[O:29])=[O:28])[C:3]([OH:39])=[O:2])=[O:8])=[CH:13][CH:12]=1)=[O:25] |f:1.2|. Procedure details: A mixture of 3-({5-[2-(Pyridin-2-ylamino)-ethylcarbamoyl]-thiophene-2-carbonyl}-amino)-2-(2,4,6-trimethyl-benzenesulfonylamino)-propionic acid methyl ester (40 mg, 0.069 mmol), lithium hydroxide (34 mg, 1.39 mmol), in acetonitrile (10 mL) was stirred for 4 hrs at room temperature. The solvent was removed and the crude reaction product was taken up in ethyl acetate (40 mL). The solution was neutralized with acetic acid (1.0 mL). Solvent was than dried over sodium sulfate and evaporated. Purificat... Starting materials: C1COCCO1, Cl, CCOC(=O)Cc1ccc2c(c1)Cc1c-2[nH]c(=O)c2nccn12. The product is O=C(O)Cc1ccc2c(c1)Cc1c-2[nH]c(=O)c2nccn12. RXN SMILES: [CH2:24]1[O:25][CH2:26][CH2:27][O:28][CH2:29]1.[ClH:30].[O:1]=[c:2]1[c:3]2[n:4]([c:5]3[c:6]([nH:7]1)-[c:8]1[cH:9][cH:10][c:11]([CH2:15][C:16](=[O:17])[O:18][CH2:19][CH3:20])[cH:12][c:13]1[CH2:14]3)[cH:21][cH:22][n:23]2>>[O:1]=[c:2]1[c:3]2[n:4]([c:5]3[c:6]([nH:7]1)-[c:8]1[cH:9][cH:10][c:11]([CH2:15][C:16](=[O:17])[OH:18])[cH:12][c:13]1[CH2:14]3)[cH:21][cH:22][n:23]2. Reactants: 50, C(CCCCCCC\C=C/CCCCCCCC)N (oleyl amine), C1CCOC1 (THF), C1(CCC(=O)O1)=O (succinic anhydride). Run at temperature 68 celsius. Yields the product C(CCC(=O)O)(=O)O.C(CCCCCCC\C=C/CCCCCCCC)[NH-] (Oleyl amide succinic acid). As a reaction SMILES: [CH2:1]([NH2:19])[CH2:2][CH2:3][CH2:4][CH2:5][CH2:6][CH2:7][CH2:8]/[CH:9]=[CH:10]\[CH2:11][CH2:12][CH2:13][CH2:14][CH2:15][CH2:16][CH2:17][CH3:18].[C:20]1(=[O:26])[O:25][C:23](=[O:24])[CH2:22][CH2:21]1.C1C[O:30]CC1>>[C:20]([OH:25])(=[O:26])[CH2:21][CH2:22][C:23]([OH:30])=[O:24].[CH2:1]([NH-:19])[CH2:2][CH2:3][CH2:4][CH2:5][CH2:6][CH2:7][CH2:8]/[CH:9]=[CH:10]\[CH2:11][CH2:12][CH2:13][CH2:14][CH2:15][CH2:16][CH2:17][CH3:18] |f:3.4|. Reported procedure: Oleyl amide succinic acid was synthesised using the following procedure. To a solution of 50 of oleyl amine in 100 ml THF was added 22 g, that is to say 1.2 mole equivalents, of succinic anhydride. The solution was then refluxed at a temperature of 68° C. for 48 hours to ensure the complete reaction shown in the FIG. 12. THF was removed under vacuum and 50 ml of petroleum ether was added. The excess succinic anhydride not soluble in petroleum ether was removed by filtration on Whatman paper 43. ... Reactants: CCOC(C)=O, CCO, FC(F)(F)c1cc(C=C2c3ccccc3CCc3ccccc32)cc(C(F)(F)F)c1, [H][H]. Product: FC(F)(F)c1cc(CC2c3ccccc3CCc3ccccc32)cc(C(F)(F)F)c1. RXN SMILES: [CH3:31][CH2:32][O:33][C:34](=[O:35])[CH3:36].[CH3:39][CH2:40][OH:41].[F:1][C:2]([c:3]1[cH:4][c:5]([CH:6]=[C:7]2[c:8]3[c:9]([cH:18][cH:19][cH:20][cH:21]3)[CH2:10][CH2:11][c:12]3[c:13]2[cH:14][cH:15][cH:16][cH:17]3)[cH:22][c:23]([C:25]([F:26])([F:27])[F:28])[cH:24]1)([F:29])[F:30].[H:37][H:38]>>[F:1][C:2]([c:3]1[cH:4][c:5]([CH2:6][CH:7]2[c:8]3[c:9]([cH:18][cH:19][cH:20][cH:21]3)[CH2:10][CH2:11][c:12]3[c:13]2[cH:14][cH:15][cH:16][cH:17]3)[cH:22][c:23]([C:25]([F:26])([F:27])[F:28])[cH:24]1)([F:29])[F:30]. Procedure details: 4-Acetylpyridine (30.0 g, 0.25 mol) and p-toluene sulfonic acid methyl ester (55.8 g, 0.30 mol) in 500 ml ethanol were heated under reflux for 5 hours. The solvent was removed under vacuum in a rotary evaporator and the residue was taken up in ether. After separating off the ether phase, the product slowly crystallized out. The product was dried under vacuum. Yield: 59.9 g (82.5%); 1H-NMR (400 MHz, DMSO-d6): [delta] [ppm]=2.26 (s, 3H); 2.72 (s, 3H); 3.39 (s, 3H); 7.11 (d, 2H); 7.49 (d, 2H); 8.42... Reaction SMILES: [C:1]([C:4]1[CH:9]=[CH:8][N:7]=[CH:6][CH:5]=1)(=[O:3])[CH3:2].[CH3:10][O:11][S:12]([C:15]1[CH:20]=[CH:19][C:18]([CH3:21])=[CH:17][CH:16]=1)(=[O:14])=[O:13]>C(O)C>[C:18]1([CH3:21])[CH:17]=[CH:16][C:15]([S:12]([O-:14])(=[O:11])=[O:13])=[CH:20][CH:19]=1.[C:1]([C:4]1[CH:9]=[CH:8][N+:7]([CH3:10])=[CH:6][CH:5]=1)(=[O:3])[CH3:2] |f:3.4|. Starting materials: C(C)(=O)C1=CC=NC=C1 (4-Acetylpyridine), COS(=O)(=O)C1=CC=C(C=C1)C (p-toluene sulfonic acid methyl ester). Product: C1(=CC=C(C=C1)S(=O)(=O)[O-])C.C(C)(=O)C1=CC=[N+](C=C1)C (4-acetyl-1-methylpyridinium p-toluene sulfonate). Run in C(C)O (ethanol). Run in O (water), OS(=O)(=O)O (H2SO4). Product: O[C@@H](C(=O)O)CC1=CC=CC=C1 ((2R)-2-Hydroxy-3-phenylpropanoic acid). Reported procedure: Following the procedure of Johnson, 1980, D-phenylalanine (16.5 g, 100 mmol) was dissolved in 1N H2SO4 (150 ml) and cooled to 0° C. A solution of NaNO2 (10.5 g, 150 mmol) in water (50 ml) was added dropwise. The mixture was stirred for 2 h at 0° C. and for 3 h at 25° C. The product was extracted into ether (5×100 ml) and the combined ether extracts were dried over Na2SO4 and concentrated in vacuo to about 100 ml. Hexane (300 ml) was added and the product which crystallized out was collected by v... The yield is 54.2%. The reactants are N[C@H](CC1=CC=CC=C1)C(=O)O (D-phenylalanine), N(=O)[O-].[Na+] (NaNO2). Reaction conditions: temperature 0 celsius, time 3 hour. RXN SMILES: N[C@@H:2]([C:10]([OH:12])=[O:11])[CH2:3][C:4]1[CH:9]=[CH:8][CH:7]=[CH:6][CH:5]=1.N([O-])=[O:14].[Na+]>OS(O)(=O)=O.O>[OH:14][C@H:2]([CH2:3][C:4]1[CH:9]=[CH:8][CH:7]=[CH:6][CH:5]=1)[C:10]([OH:12])=[O:11] |f:1.2|.